Dataset: the Open Reaction Database (ORD), a public repository of structured organic reaction records. Task: describe an organic reaction: reactants, conditions, products, and yield Reactants: Cl (hydrochloric acid), ClC=1C=C2C(=NC=3N(C2=CC1)C(=NN3)C)C3=CC=CC=C3 (7-chloro-1-methyl-5-phenyl-s-triazolo[4,3-a]quinazoline), ice water, [BH4-].[Na+] (sodium borohydride). Solvent: CN(C=O)C (dimethylformamide). Run at time 2 hour. Product: ClC=1C=C2C(NC=3N(C2=CC1)C(=NN3)C)C3=CC=CC=C3 (7-chloro-4,5-dihydro-1-methyl-5-phenyl-s-triazolo[4,3-a]quinazoline). The yield is 57.3%. As a reaction SMILES: [Cl:1][C:2]1[CH:3]=[C:4]2[C:9](=[CH:10][CH:11]=1)[N:8]1[C:12]([CH3:15])=[N:13][N:14]=[C:7]1[N:6]=[C:5]2[C:16]1[CH:21]=[CH:20][CH:19]=[CH:18][CH:17]=1.[BH4-].[Na+].Cl>CN(C)C=O>[Cl:1][C:2]1[CH:3]=[C:4]2[C:9](=[CH:10][CH:11]=1)[N:8]1[C:12]([CH3:15])=[N:13][N:14]=[C:7]1[NH:6][CH:5]2[C:16]1[CH:17]=[CH:18][CH:19]=[CH:20][CH:21]=1 |f:1.2|. Reported procedure: To a suspension of 1.3 g of 7-chloro-1-methyl-5-phenyl-s-triazolo[4,3-a]quinazoline in 70 ml of dimethylformamide was added 0.5 g of sodium borohydride. The mixture was heated with stirring at 75°-80° C. for 2 hours and then poured into ice-water. The resulting mixture was neutralized with dilute hydrochloric acid, and the precipitate formed was collected by filtration and washed with water. The solid was then suspended in a mixture of 40 ml of methanol and 5 ml of concentrated hydrochloric acid... Starting materials: CC1=C(C=CC(=C1)Cl)O (2-methyl-4-chlorophenol), [Na+].[I-] (NaI), [OH-].[Na+] (NaOH), [O-]Cl.[Na+] (NaOCl), [O-]S(=O)(=S)[O-].[Na+].[Na+] (Na2S2O3), Cl (hydrochloric acid). The solvent is CO (methanol). Conditions: temperature 0 celsius. Product: IC1=C(C(=CC(=C1)Cl)C)O (2-iodo-4-chloro-6-methylphenol). Reaction SMILES: [CH3:1][C:2]1[CH:7]=[C:6]([Cl:8])[CH:5]=[CH:4][C:3]=1[OH:9].[Na+].[I-:11].[OH-].[Na+].[O-]Cl.[Na+].[O-]S([O-])(=S)=O.[Na+].[Na+].Cl>CO>[I:11][C:4]1[CH:5]=[C:6]([Cl:8])[CH:7]=[C:2]([CH3:1])[C:3]=1[OH:9] |f:1.2,3.4,5.6,7.8.9|. Procedure: To a stirred solution of 5.00 g (35.00 mmol) of 2-methyl-4-chlorophenol (available from Aldrich Chemical Company) in 100 mL of methanol at 0° C., add 6.83 g (45.57 mmol) of NaI and 1.40 g (35.00 mmol) of NaOH. To the resulting mixture add 65 mL of 5% aqueous NaOCl solution (commercial bleach) over one hour period. The resulting slurry is stirred for one more hour at 0° C. After the addition of 20 mL of 10% Na2S2O3 solution, the reaction mixture is acidified by dilute hydrochloric acid. The mixtu...